From a dataset of the Open Reaction Database (ORD), a public repository of structured organic reaction records. describe an organic reaction: reactants, conditions, products, and yield Reactants: C(#N)C1=C(C=CC=C1)O (2-cyanophenol), C([O-])([O-])=O.[K+].[K+] (potassium carbonate), CN1C(CCC1)=O (N-methyl-2-pyrrolidinone), ClC1=CC(=NC=N1)OC1=C(C=CC=C1)/C(/C(=O)OC)=C\OC ((E)-methyl 2-[2-(6-chloropyrimidin-4-yloxy)phenyl]-3-methoxypropenoate). Solvent: O (water), C1(=CC=CC=C1)C (toluene). Run at temperature 105 celsius, time 1 hour. The product is C(#N)C1=C(OC2=CC(=NC=N2)OC2=C(C=CC=C2)/C(/C(=O)OC)=C\OC)C=CC=C1 ((E)-methyl 2-[2-(6-(2-cyanophenoxy)pyrimidin-4-yloxy)phenyl]-3-methoxypropenoate). RXN SMILES: [C:1]([C:3]1[CH:8]=[CH:7][CH:6]=[CH:5][C:4]=1[OH:9])#[N:2].C(=O)([O-])[O-].[K+].[K+].CN1CCCC1=O.Cl[C:24]1[N:29]=[CH:28][N:27]=[C:26]([O:30][C:31]2[CH:36]=[CH:35][CH:34]=[CH:33][C:32]=2/[C:37](=[CH:42]\[O:43][CH3:44])/[C:38]([O:40][CH3:41])=[O:39])[CH:25]=1>C1(C)C=CC=CC=1.O>[C:1]([C:3]1[CH:8]=[CH:7][CH:6]=[CH:5][C:4]=1[O:9][C:24]1[N:29]=[CH:28][N:27]=[C:26]([O:30][C:31]2[CH:36]=[CH:35][CH:34]=[CH:33][C:32]=2/[C:37](=[CH:42]\[O:43][CH3:44])/[C:38]([O:40][CH3:41])=[O:39])[CH:25]=1)#[N:2] |f:1.2.3|. Reported procedure: A mixture of 2-cyanophenol (13.2 g), potassium carbonate (20.7 g), N-methyl-2-pyrrolidinone (15.0 g), (E)-methyl 2-[2-(6-chloropyrimidin-4-yloxy)phenyl]-3-methoxypropenoate (32.8 g) and water (35 g) was heated at 105° C. for 15 hours. Any distillates were allowed to come off under atmospheric conditions. The reaction mixture was mixed with toluene. The organic layer was then separated. Toluene and N-methyl-2-pyrrolidinone were removed from the organic phase by vacuum distillation (110° C., 20 mm... Reactants: CCOC(=O)c1cc2cccc(CBr)c2o1, CC[O-], CCO, Cl, [Na+], [Na]. The product is CCOCc1cccc2cc(C(=O)OCC)oc12. RXN SMILES: [Br:1][CH2:2][c:3]1[cH:4][cH:5][cH:6][c:7]2[cH:8][c:9]([C:12](=[O:13])[O:14][CH2:15][CH3:16])[o:10][c:11]12.[CH3:18][CH2:19][O-:20].[CH3:23][CH2:24][OH:25].[ClH:22].[Na+:17].[Na:21]>>[CH2:2]([c:3]1[cH:4][cH:5][cH:6][c:7]2[cH:8][c:9]([C:12](=[O:13])[O:14][CH2:15][CH3:16])[o:10][c:11]12)[O:20][CH2:19][CH3:18]. Starting materials: COC1=CC=C(CN(C2=NC=C(C=N2)C=2C3=C(N=C(N2)N2CCOCC2)N(CC3)C3=CC=C(C(=O)O)C=C3)CC3=CC=C(C=C3)OC)C=C1 (4-(4-{2-[bis-(4-methoxy-benzyl)-amino]-pyrimidin-5-yl}-2-morpholin-4-yl-5,6-dihydro-pyrrolo[2,3-d]pyrimidin-7-yl)-benzoic acid), NCC1=NC=CC=C1 (2-(aminomethyl)pyridine). The product is COC1=CC=C(CN(C2=NC=C(C=N2)C=2C3=C(N=C(N2)N2CCOCC2)N(CC3)C3=CC=C(C(=O)NCC2=NC=CC=C2)C=C3)CC3=CC=C(C=C3)OC)C=C1 (4-[4-{2-[bis-(4-methoxy-benzyl)-amino]-pyrimidin-5-yl}-2-morpholin-4-yl-5,6-dihydro-pyrrolo[2,3-d]pyrimidin-7-yl]-N-pyridin-2-ylmethyl-benzamide). Yield: 174.6%. RXN SMILES: [CH3:1][O:2][C:3]1[CH:49]=[CH:48][C:6]([CH2:7][N:8]([CH2:39][C:40]2[CH:45]=[CH:44][C:43]([O:46][CH3:47])=[CH:42][CH:41]=2)[C:9]2[N:14]=[CH:13][C:12]([C:15]3[C:16]4[CH2:29][CH2:28][N:27]([C:30]5[CH:38]=[CH:37][C:33]([C:34]([OH:36])=O)=[CH:32][CH:31]=5)[C:17]=4[N:18]=[C:19]([N:21]4[CH2:26][CH2:25][O:24][CH2:23][CH2:22]4)[N:20]=3)=[CH:11][N:10]=2)=[CH:5][CH:4]=1.[NH2:50][CH2:51][C:52]1[CH:57]=[CH:56][CH:55]=[CH:54][N:53]=1>>[CH3:47][O:46][C:43]1[CH:42]=[CH:41][C:40]([CH2:39][N:8]([CH2:7][C:6]2[CH:48]=[CH:49][C:3]([O:2][CH3:1])=[CH:4][CH:5]=2)[C:9]2[N:10]=[CH:11][C:12]([C:15]3[C:16]4[CH2:29][CH2:28][N:27]([C:30]5[CH:31]=[CH:32][C:33]([C:34]([NH:50][CH2:51][C:52]6[CH:57]=[CH:56][CH:55]=[CH:54][N:53]=6)=[O:36])=[CH:37][CH:38]=5)[C:17]=4[N:18]=[C:19]([N:21]4[CH2:22][CH2:23][O:24][CH2:25][CH2:26]4)[N:20]=3)=[CH:13][N:14]=2)=[CH:45][CH:44]=1. Procedure: Using 4-(4-{2-[bis-(4-methoxy-benzyl)-amino]-pyrimidin-5-yl}-2-morpholin-4-yl-5,6-dihydro-pyrrolo[2,3-d]pyrimidin-7-yl)-benzoic acid (60.0 mg, 0.0909 mmol) obtained in Step A in Example 1-D-19 and 2-(aminomethyl)pyridine (18.4 μl, 0.182 mmol) instead of 3-(aminomethyl)pyridine, amidation was carried out in the same manner as Step B in Example 1-D-19, to obtain a crude product of 4-[4-{2-[bis-(4-methoxy-benzyl)-amino]-pyrimidin-5-yl}-2-morpholin-4-yl-5,6-dihydro-pyrrolo[2,3-d]pyrimidin-7-yl]-N-py... Reported procedure: Trans-N-methyl-2-(1-pyrrolidinyl)cyclohexanamine (0.368 g) was dissolved in methylene chloride (10 ml) and stirred at room temperature. The acid chloride of 3-indole acetic acid (prepared by the action of thionyl chloride on 3-indole acetic acid, 0.35 g) dissolved in methylene chloride (10 ml) was added and let stand for five hours. Ether was added to rapidly stirred solution until no more precipitate appeared. After further rapid stirring for one hour, the precipitate was filtered and dried in ... Product: Cl.CN(C(CC1=CNC2=CC=CC=C12)=O)[C@H]1[C@@H](CCCC1)N1CCCC1 (trans-N-methyl-N-[2-(1-pyrrolidinyl)cyclohexyl]-1H-indole-3-acetamide monohydrochloride). Solvent: C(Cl)Cl (methylene chloride), C(Cl)Cl (methylene chloride). As a reaction SMILES: [CH3:1][NH:2][C@@H:3]1[CH2:8][CH2:7][CH2:6][CH2:5][C@H:4]1[N:9]1[CH2:13][CH2:12][CH2:11][CH2:10]1.[NH:14]1[C:22]2[C:17](=[CH:18][CH:19]=[CH:20][CH:21]=2)[C:16]([CH2:23][C:24](O)=[O:25])=[CH:15]1.S(Cl)([Cl:29])=O.CCOCC>C(Cl)Cl>[ClH:29].[CH3:1][N:2]([C@@H:3]1[CH2:8][CH2:7][CH2:6][CH2:5][C@H:4]1[N:9]1[CH2:13][CH2:12][CH2:11][CH2:10]1)[C:24](=[O:25])[CH2:23][C:16]1[C:17]2[C:22](=[CH:21][CH:20]=[CH:19][CH:18]=2)[NH:14][CH:15]=1 |f:5.6|. Run at time 5 hour. Reactants: acid chloride, N1C=C(C2=CC=CC=C12)CC(=O)O (3-indole acetic acid), S(=O)(Cl)Cl (thionyl chloride), CCOCC (Ether), CN[C@H]1[C@@H](CCCC1)N1CCCC1 (Trans-N-methyl-2-(1-pyrrolidinyl)cyclohexanamine). Reactants: N[C@@H]1CC[C@H](CC1)NC=1C=C(C=2N(N1)C(=CN2)C(=O)NC2=CC(=NC=C2)F)N(CC2=CC=C(C=C2)OC)C2CC2 (6-((trans)-4-aminocyclohexylamino)-8-(cyclopropyl(4-methoxybenzyl)amino)-N-(2-fluoropyridin-4-yl)imidazo[1,2-b]pyridazine-3-carboxamide), CCN(C(C)C)C(C)C (DIEA), BrCCOCCBr (1-bromo-2-(2-bromoethoxy)ethane), C(=O)(C(F)(F)F)O (TFA). The solvent is ClCCCl (1,2-dichloroethane). Run at temperature 60 celsius, time 9 hour. Yields the product C1(CC1)NC=1C=2N(N=C(C1)N[C@@H]1CC[C@H](CC1)N1CCOCC1)C(=CN2)C(=O)NC2=CC(=NC=C2)F (8-(cyclopropylamino)-N-(2-fluoropyridin-4-yl)-6-((trans)-4-morpholinocyclohexylamino)imidazo[1,2-b]pyridazine-3-carboxamide). Isolated yield 39.7%. As a reaction SMILES: [NH2:1][C@H:2]1[CH2:7][CH2:6][C@H:5]([NH:8][C:9]2[CH:10]=[C:11]([N:28]([CH:38]3[CH2:40][CH2:39]3)CC3C=CC(OC)=CC=3)[C:12]3[N:13]([C:15]([C:18]([NH:20][C:21]4[CH:26]=[CH:25][N:24]=[C:23]([F:27])[CH:22]=4)=[O:19])=[CH:16][N:17]=3)[N:14]=2)[CH2:4][CH2:3]1.CCN(C(C)C)C(C)C.Br[CH2:51][CH2:52][O:53][CH2:54][CH2:55]Br.C(O)(C(F)(F)F)=O>ClCCCl>[CH:38]1([NH:28][C:11]2[C:12]3[N:13]([C:15]([C:18]([NH:20][C:21]4[CH:26]=[CH:25][N:24]=[C:23]([F:27])[CH:22]=4)=[O:19])=[CH:16][N:17]=3)[N:14]=[C:9]([NH:8][C@H:5]3[CH2:6][CH2:7][C@H:2]([N:1]4[CH2:55][CH2:54][O:53][CH2:52][CH2:51]4)[CH2:3][CH2:4]3)[CH:10]=2)[CH2:39][CH2:40]1. Reported procedure: To a solution of 6-((trans)-4-aminocyclohexylamino)-8-(cyclopropyl(4-methoxybenzyl)amino)-N-(2-fluoropyridin-4-yl)imidazo[1,2-b]pyridazine-3-carboxamide (100 mg, 0.184 mmol) in 1,2-dichloroethane (2 mL) was added DIEA (0.128 mL, 0.734 mmol) and 1-bromo-2-(2-bromoethoxy)ethane (42.6 mg, 0.184 mmol), and the reaction solution was stirred at 60° C. for 9 hrs. The reaction mixture was treated with TFA (0.849 mL, 11.02 mmol) at 65° C. for 1 hr, concentrated, diluted with methanol, and purified by HPL... The reactants are NC1(CCCCC1)CO (ACyHM), O1CNCC1 (oxazolidine), 1H- and 13C, C1(CCCCC1)N (cyclohexylamine), NC1(CCCCC1)CO (1-aminocyclohexanemethanol), C(C)(=O)OCC (ethyl acetate). The product is NC1(CCCCC1)CNC(CO)(CO)CO (2-((1-aminocyclohexyl)methylamino)-2-(hydroxymethyl)propane-1,3-diol). RXN SMILES: NC1([CH2:8][OH:9])CCCCC1.[CH:10]1([NH2:16])[CH2:15][CH2:14][CH2:13][CH2:12][CH2:11]1.[O:17]1[CH2:21][CH2:20][NH:19][CH2:18]1.[C:22](OCC)(=[O:24])C>>[NH2:16][C:10]1([CH2:18][NH:19][C:20]([CH2:8][OH:9])([CH2:22][OH:24])[CH2:21][OH:17])[CH2:15][CH2:14][CH2:13][CH2:12][CH2:11]1. Reported procedure: The reactor mixture is filtered to remove the catalyst; the filtrate is clear and pale yellow. The methanol and water are removed from the filtrate by rotary evaporation to give 80.6 grams of an off-white paste product. GC analysis shows this product to contain nearly 20% of residual TA. This product is mixed with 500 mL of ethyl acetate, and the mixture is heated to reflux for about 15 minutes. The mixture is cooled to room temperature, then it is filtered free of the TA solids. The solids are ... The product is Oc1cc2[nH]c(-c3cnccn3)nc2cc1Oc1ccccc1F. As a reaction SMILES: [C+4:34].[CH2:1]([c:2]1[cH:3][cH:4][cH:5][cH:6][cH:7]1)[O:8][c:9]1[cH:10][c:11]2[c:12]([nH:13][c:14](-[c:16]3[n:17][cH:18][cH:19][n:20][cH:21]3)[n:15]2)[cH:22][c:23]1[O:24][c:25]1[c:26]([F:31])[cH:27][cH:28][cH:29][cH:30]1.[CH3:42][OH:43].[H:32][H:33].[O:44]1[CH2:45][CH2:46][CH2:47][CH2:48]1.[OH-:35].[OH-:37].[OH-:38].[OH-:39].[OH-:40].[OH-:41].[Pd+2:36]>>[OH:8][c:9]1[cH:10][c:11]2[c:12]([n:13][c:14](-[c:16]3[n:17][cH:18][cH:19][n:20][cH:21]3)[nH:15]2)[cH:22][c:23]1[O:24][c:25]1[c:26]([F:31])[cH:27][cH:28][cH:29][cH:30]1. The reactants are [C+4], Fc1ccccc1Oc1cc2[nH]c(-c3cnccn3)nc2cc1OCc1ccccc1, CO, [H][H], C1CCOC1, [OH-], [OH-], [OH-], [OH-], [OH-], [OH-], [Pd+2].